From a dataset of the Open Reaction Database (ORD), a public repository of structured organic reaction records. describe an organic reaction: reactants, conditions, products, and yield Reactants: O=C([O-])[O-], CO, CC(C)(C)OC(=O)n1cncc1CC(NC(=O)C(CC(=O)C(C)(C)C)Cc1ccccc1)C(=O)NC(CC1CCCCC1)C(O)CN1CCCC1=O, [K+], [K+]. The product is CC(C)(C)C(=O)CC(Cc1ccccc1)C(=O)NC(Cc1c[nH]cn1)C(=O)NC(CC1CCCCC1)C(O)CN1CCCC1=O. Reaction SMILES: [C:53](=[O:54])([O-:55])[O-:56].[CH3:59][OH:60].[CH:1]1([CH2:7][CH:8]([CH:9]([CH2:10][N:11]2[C:12](=[O:16])[CH2:13][CH2:14][CH2:15]2)[OH:17])[NH:18][C:19]([CH:20]([CH2:21][c:22]2[n:23]([C:27]([O:28][C:29]([CH3:30])([CH3:31])[CH3:32])=[O:33])[cH:24][n:25][cH:26]2)[NH:34][C:35]([CH:36]([CH2:37][c:38]2[cH:39][cH:40][cH:41][cH:42][cH:43]2)[CH2:44][C:45]([C:46]([CH3:47])([CH3:48])[CH3:49])=[O:50])=[O:51])=[O:52])[CH2:2][CH2:3][CH2:4][CH2:5][CH2:6]1.[K+:57].[K+:58]>>[CH:1]1([CH2:7][CH:8]([CH:9]([CH2:10][N:11]2[C:12](=[O:16])[CH2:13][CH2:14][CH2:15]2)[OH:17])[NH:18][C:19]([CH:20]([CH2:21][c:22]2[n:23][cH:24][nH:25][cH:26]2)[NH:34][C:35]([CH:36]([CH2:37][c:38]2[cH:39][cH:40][cH:41][cH:42][cH:43]2)[CH2:44][C:45]([C:46]([CH3:47])([CH3:48])[CH3:49])=[O:50])=[O:51])=[O:52])[CH2:2][CH2:3][CH2:4][CH2:5][CH2:6]1. The reactants are C(C)OC(=O)N1[C@H](C[C@H](C2=CC(=C(C=C12)OC)C(=O)O)N(C(=O)OC)CC1=CC(=CC(=C1)C(F)(F)F)C(F)(F)F)C (cis-4-[(3,5-Bis-trifluoromethyl-benzyl)-methoxycarbonyl-amino]-7-methoxy-2-methyl-3,4-dihydro-2H-quinoline-1,6-dicarboxylic Acid 1-ethyl Ester), O=S(Cl)Cl (SOCl2), CN(CCN)C (N,N-dimethyl ethylenediamine). The solvent is ClCCl (dichloromethane), C(C)N(CC)CC (triethylamine). Conditions: time 1.5 hour. Yields the product C(C)OC(=O)N1[C@H](C[C@H](C2=CC(=C(C=C12)OC)C(NCCN(C)C)=O)N(C(=O)OC)CC1=CC(=CC(=C1)C(F)(F)F)C(F)(F)F)C (cis-4-[(3,5-Bis-trifluoromethyl-benzyl)-methoxycarbonyl-amino]-6-(2-dimethylamino-ethylcarbamoyl)-7-methoxy-2-methyl-3,4-dihydro-2H-quinoline-1-carboxylic Acid Ethyl Ester). RXN SMILES: [CH2:1]([O:3][C:4]([N:6]1[C:15]2[C:10](=[CH:11][C:12]([C:18]([OH:20])=O)=[C:13]([O:16][CH3:17])[CH:14]=2)[C@H:9]([N:21]([CH2:26][C:27]2[CH:32]=[C:31]([C:33]([F:36])([F:35])[F:34])[CH:30]=[C:29]([C:37]([F:40])([F:39])[F:38])[CH:28]=2)[C:22]([O:24][CH3:25])=[O:23])[CH2:8][C@@H:7]1[CH3:41])=[O:5])[CH3:2].O=S(Cl)Cl.[CH3:46][N:47]([CH3:51])[CH2:48][CH2:49][NH2:50]>ClCCl.C(N(CC)CC)C>[CH2:1]([O:3][C:4]([N:6]1[C:15]2[C:10](=[CH:11][C:12]([C:18](=[O:20])[NH:50][CH2:49][CH2:48][N:47]([CH3:51])[CH3:46])=[C:13]([O:16][CH3:17])[CH:14]=2)[C@H:9]([N:21]([CH2:26][C:27]2[CH:32]=[C:31]([C:33]([F:36])([F:35])[F:34])[CH:30]=[C:29]([C:37]([F:38])([F:40])[F:39])[CH:28]=2)[C:22]([O:24][CH3:25])=[O:23])[CH2:8][C@@H:7]1[CH3:41])=[O:5])[CH3:2]. Procedure details: A mixture of cis-4-[(3,5-bis-trifluoromethyl-benzyl)-methoxycarbonyl-amino]-7-methoxy-2-methyl-3,4-dihydro-2H-quinoline-1,6-dicarboxylic acid 1-ethyl ester (Example 60) (75 mg, 1.26 mmol) and 1.5 ml SOCl2 was heated at reflux for 1.5 h. The cooled solution was evaporated to dryness and the residue dried under high vacuum for 30 min. The residue was diluted with 0.75 ml dichloromethane, and triethylamine (0.021 ml) and N,N-dimethyl ethylenediamine (11 mg, 1.26 mmol) were added sequentially. After... The reactants are N#Cc1nc(Cl)ccc1N, CCO, Cl, O=N[O-], Nc1ccccc1, [Na+], O. Product: N#Cc1nc(Cl)ccc1NN=Nc1ccccc1. RXN SMILES: [C:1](#[N:2])[c:3]1[n:4][c:5]([Cl:10])[cH:6][cH:7][c:8]1[NH2:9].[CH3:24][CH2:25][OH:26].[ClH:11].[N:12]([O-:13])=[O:14].[NH2:16][c:17]1[cH:18][cH:19][cH:20][cH:21][cH:22]1.[Na+:15].[OH2:23]>>[C:1](#[N:2])[c:3]1[n:4][c:5]([Cl:10])[cH:6][cH:7][c:8]1[NH:9][N:12]=[N:16][c:17]1[cH:18][cH:19][cH:20][cH:21][cH:22]1. Reaction SMILES: [Br:9][c:10]1[cH:11][cH:12][c:13]([C:16]([CH3:17])([CH3:18])[OH:19])[cH:14][cH:15]1.[C:1]([CH3:2])([CH3:3])([CH3:4])[Si:5]([CH3:6])([CH3:7])[Cl:8].[O:25]=[CH:26][N:27]([CH3:28])[CH3:29].[nH:20]1[cH:21][cH:22][n:23][cH:24]1>>[C:1]([CH3:2])([CH3:3])([CH3:4])[Si:5]([CH3:6])([CH3:7])[O:19][C:16]([c:13]1[cH:12][cH:11][c:10]([Br:9])[cH:15][cH:14]1)([CH3:17])[CH3:18]. Starting materials: CC(C)(O)c1ccc(Br)cc1, CC(C)(C)[Si](C)(C)Cl, CN(C)C=O, c1c[nH]cn1. The product is CC(C)(O[Si](C)(C)C(C)(C)C)c1ccc(Br)cc1.